Dataset: the Open Reaction Database (ORD), a public repository of structured organic reaction records. Task: describe an organic reaction: reactants, conditions, products, and yield The reactants are N1(C=NC=C1)C(N)N1C=NC=C1 (di(1H-imidazole-1-yl)methanamine), COC(C1=C(C(=CC=C1)O)N)=O (methyl-2-amino-3-hydroxybenzoate). Solvent: CCOC(=O)C (EtOAc), C1CCOC1 (THF). The product is NC=1OC=2C(N1)=C(C=CC2)C(=O)OC (methyl 2-aminobenzoxazole-4-carboxylate). Yield: 46.7%. As a reaction SMILES: [N:1]1(C(N2C=CN=C2)N)C=CN=[CH:2]1.[CH3:13][O:14][C:15](=[O:24])[C:16]1[CH:21]=[CH:20][CH:19]=[C:18]([OH:22])[C:17]=1[NH2:23]>C1COCC1.CCOC(C)=O>[NH2:1][C:2]1[O:22][C:18]2[C:17](=[C:16]([C:15]([O:14][CH3:13])=[O:24])[CH:21]=[CH:20][CH:19]=2)[N:23]=1. Procedure: To a solution of di(1H-imidazole-1-yl)methanamine (2.05 g, 12.26 mmol) in THF (60 mL) was added methyl-2-amino-3-hydroxybenzoate (1.98 g, 12.26 mmol) at room temperature and the resulting reaction mixture was heated to reflux for 17 h. The reaction mixture was cooled to room temperature, diluted with EtOAc (100 mL) and washed with H2O (3×100 mL), saturated ammonium chloride (2×100 mL), dried (Na2SO4), filtered and concentrated under reduced pressure. The crude material was purified by recrystall... Reactants: ice water, ClC1=C(C=C2CC(C(C2=C1Cl)=O)(C)C1CCCC1)O ((+)-6,7-dichloro-2-cyclopentyl-2,3-dihydro-5-hydroxy-2-methyl-1H-inden-1-one), C([O-])([O-])=O.[K+].[K+] (potassium carbonate), FC(S(=O)(=O)Cl)(F)F (trifluoromethanesulfonyl chloride). The solvent is CN(C=O)C (dimethylformamide). Reaction conditions: temperature 25 celsius, time 1 hour. Yields the product FC(S(=O)(=O)OC=1C=C2CC(C(C2=C(C1Cl)Cl)=O)(C)C1CCCC1)(F)F ((+) (+)-(6,7-dichloro-2-cyclopentyl-2,3-dihydro-2-methyl-1-oxo-1H-inden-5-yl) trifluoromethanesulfonate). The yield is 94.7%. Reaction SMILES: [Cl:1][C:2]1[C:10]([Cl:11])=[C:9]2[C:5]([CH2:6][C:7]([CH:14]3[CH2:18][CH2:17][CH2:16][CH2:15]3)([CH3:13])[C:8]2=[O:12])=[CH:4][C:3]=1[OH:19].C(=O)([O-])[O-].[K+].[K+].[F:26][C:27]([F:33])([F:32])[S:28](Cl)(=[O:30])=[O:29]>CN(C)C=O>[F:26][C:27]([F:33])([F:32])[S:28]([O:19][C:3]1[CH:4]=[C:5]2[C:9](=[C:10]([Cl:11])[C:2]=1[Cl:1])[C:8](=[O:12])[C:7]([CH:14]1[CH2:18][CH2:17][CH2:16][CH2:15]1)([CH3:13])[CH2:6]2)(=[O:30])=[O:29] |f:1.2.3|. Reported procedure: A mixture of (+)-6,7-dichloro-2-cyclopentyl-2,3-dihydro-5-hydroxy-2-methyl-1H-inden-1-one (25.05 g, 0.0837 mole) and potassium carbonate (35.4 g. 0.256 mole) in dimethylformamide (100 ml.) is stirred at 25° C. for 1 hour, cooled to 0° C. then treated with trifluoromethanesulfonyl chloride (10.5 ml., 0.984 mole) over a 3 minute period. The reaction mixture is stirred at 25° C. for 1 hour, poured into ice water (700 ml.) extracted with ether, washed with water and brine and dried over MgSO4. The e... Reported procedure: 2-Amino-5-chloro-N-(3,4-methylenedioxybenzyl)benzamide hydrochloride (100 mg) was reacted with 50 μl of phenyl chlorocarbonate in 5 ml of tetrahydrofuran in the presence of 150 μl of diisopropylethylamine. The reaction mixture was subjected to extraction with ethyl acetate and water and recrystallization from ethyl acetate/hexane to give 110 mg of 5-chloro-N-(3,4-methylenedioxybenzyl)-2-phenoxycarbonylaminobenzamide (yield: 88%). Starting materials: Cl.NC1=C(C(=O)NCC2=CC3=C(C=C2)OCO3)C=C(C=C1)Cl (2-Amino-5-chloro-N-(3,4-methylenedioxybenzyl)benzamide hydrochloride), C(OC1=CC=CC=C1)(=O)Cl (phenyl chlorocarbonate), C(C)(C)N(CC)C(C)C (diisopropylethylamine). Yields the product ClC=1C=CC(=C(C(=O)NCC2=CC3=C(C=C2)OCO3)C1)NC(=O)OC1=CC=CC=C1 (5-chloro-N-(3,4-methylenedioxybenzyl)-2-phenoxycarbonylaminobenzamide). Isolated yield 88.0%. As a reaction SMILES: Cl.[NH2:2][C:3]1[CH:21]=[CH:20][C:19]([Cl:22])=[CH:18][C:4]=1[C:5]([NH:7][CH2:8][C:9]1[CH:14]=[CH:13][C:12]2[O:15][CH2:16][O:17][C:11]=2[CH:10]=1)=[O:6].[C:23](Cl)(=[O:31])[O:24][C:25]1[CH:30]=[CH:29][CH:28]=[CH:27][CH:26]=1.C(N(C(C)C)CC)(C)C>O1CCCC1>[Cl:22][C:19]1[CH:20]=[CH:21][C:3]([NH:2][C:23]([O:24][C:25]2[CH:30]=[CH:29][CH:28]=[CH:27][CH:26]=2)=[O:31])=[C:4]([CH:18]=1)[C:5]([NH:7][CH2:8][C:9]1[CH:14]=[CH:13][C:12]2[O:15][CH2:16][O:17][C:11]=2[CH:10]=1)=[O:6] |f:0.1|. The solvent is O1CCCC1 (tetrahydrofuran). Reactants: CN(C(C1=C(C=CC=C1)C(F)(F)F)=O)[C@H]1CNCC1 ((R)—N-methyl-N-(pyrrolidin-3-yl)-2-(trifluoromethyl)benzamide), ClC=1C2=C(N=CN1)NC=C2 (4-chloro-7H-pyrrolo[2,3-d]pyrimidine), CCN(C(C)C)C(C)C (DIPEA). The solvent is CCO (EtOH). Product: N1=CN=C(C2=C1NC=C2)N2C[C@@H](CC2)N(C(C2=C(C=CC=C2)C(F)(F)F)=O)C ((R)—N-(1-(7H-pyrrolo[2,3-d]pyrimidin-4-yl)pyrrolidin-3-yl)-N-methyl-2-(trifluoromethyl)benzamide). As a reaction SMILES: [CH3:1][N:2]([C@@H:15]1[CH2:19][CH2:18][NH:17][CH2:16]1)[C:3](=[O:14])[C:4]1[CH:9]=[CH:8][CH:7]=[CH:6][C:5]=1[C:10]([F:13])([F:12])[F:11].Cl[C:21]1[C:22]2[CH:29]=[CH:28][NH:27][C:23]=2[N:24]=[CH:25][N:26]=1.CCN(C(C)C)C(C)C>CCO>[N:24]1[C:23]2[NH:27][CH:28]=[CH:29][C:22]=2[C:21]([N:17]2[CH2:18][CH2:19][C@@H:15]([N:2]([CH3:1])[C:3](=[O:14])[C:4]3[CH:9]=[CH:8][CH:7]=[CH:6][C:5]=3[C:10]([F:13])([F:11])[F:12])[CH2:16]2)=[N:26][CH:25]=1. Procedure: To a solution of (R)—N-methyl-N-(pyrrolidin-3-yl)-2-(trifluoromethyl)benzamide (1 mmol) and 4-chloro-7H-pyrrolo[2,3-d]pyrimidine (0.8 mmol) in the EtOH (3 mL) was added DIPEA (2 mmol) with stirring at room temperature. The reaction mixture was refluxed overnight. The mixture was then concentrated, and purified by flash chromatography to give the title compound. MS (m/z): 390 (M+H)+.